Dataset: the Open Reaction Database (ORD), a public repository of structured organic reaction records. Task: describe an organic reaction: reactants, conditions, products, and yield Reactants: C(C)(C)(C)N1N=CC(=C1C1=CC=C(C=C1)F)C=1SC=C(N1)CC(=O)O (2-(2-(1-tert-butyl-5-(4-fluorophenyl)-1H-pyrazol-4-yl)thiazol-4-yl)acetic acid), Cl.NCC1=CC=C(C#N)C=C1 (p-(aminomethyl)benzonitrile hydrochloride). Yields the product C(C)(C)(C)N1N=CC(=C1C1=CC=C(C=C1)F)C=1SC=C(N1)CC(=O)NCC1=CC=C(C=C1)C#N (2-{2-[1-tert-butyl-5-(4-fluorophenyl)-1H-pyrazol-4-yl]-1,3-thiazol-4-yl}-N-(4-cyanobenzyl)acetamide). RXN SMILES: [C:1]([N:5]1[C:9]([C:10]2[CH:15]=[CH:14][C:13]([F:16])=[CH:12][CH:11]=2)=[C:8]([C:17]2[S:18][CH:19]=[C:20]([CH2:22][C:23]([OH:25])=O)[N:21]=2)[CH:7]=[N:6]1)([CH3:4])([CH3:3])[CH3:2].Cl.[NH2:27][CH2:28][C:29]1[CH:36]=[CH:35][C:32]([C:33]#[N:34])=[CH:31][CH:30]=1>>[C:1]([N:5]1[C:9]([C:10]2[CH:11]=[CH:12][C:13]([F:16])=[CH:14][CH:15]=2)=[C:8]([C:17]2[S:18][CH:19]=[C:20]([CH2:22][C:23]([NH:34][CH2:33][C:32]3[CH:35]=[CH:36][C:29]([C:28]#[N:27])=[CH:30][CH:31]=3)=[O:25])[N:21]=2)[CH:7]=[N:6]1)([CH3:4])([CH3:3])[CH3:2] |f:1.2|. Procedure details: Using 2-(2-(1-tert-butyl-5-(4-fluorophenyl)-1H-pyrazol-4-yl)thiazol-4-yl)acetic acid and p-(aminomethyl)benzonitrile hydrochloride and by reaction and purification in the same manner as in the method described in Example 1, step 7, the title compound was obtained. The reactants are C(C=1C(O)=CC=CC1)(=O)O (Salicylic acid), NCCNC(OC(C)(C)C)=O (tert-butyl 2-aminoethylcarbamate), C(CCl)Cl (EDC). Run in C(Cl)Cl (CH2Cl2). Run at time 8 hour. The product is OC1=C(C(=O)NCCNC(OC(C)(C)C)=O)C=CC=C1 (tert-butyl 2-(2-hydroxybenzamido)ethylcarbamate). Isolated yield 65.2%. As a reaction SMILES: [C:1]([OH:10])(=O)[C:2]1[C:3](=[CH:5][CH:6]=[CH:7][CH:8]=1)[OH:4].[NH2:11][CH2:12][CH2:13][NH:14][C:15](=[O:21])[O:16][C:17]([CH3:20])([CH3:19])[CH3:18].C(Cl)CCl>C(Cl)Cl>[OH:4][C:3]1[CH:5]=[CH:6][CH:7]=[CH:8][C:2]=1[C:1]([NH:11][CH2:12][CH2:13][NH:14][C:15](=[O:21])[O:16][C:17]([CH3:19])([CH3:18])[CH3:20])=[O:10]. Procedure details: Salicylic acid (4.3 g, 0.0312 mol) was taken up in 60 mL of CH2Cl2 along with tert-butyl 2-aminoethylcarbamate (5.0 g, 0.0312 mol) and EDC (6.6 g, 0.0343 mol). The resulting reaction mixture was stirred at room temperature for 8 h and then quenched with saturated aqueous NaHCO3. The organic layer was separated and washed with brine, dried (Na2SO4) and concentrated under reduced pressure. Purification by chromatography (1:1 pentane/EtOAc) afforded 5.7 g of tert-butyl 2-(2-hydroxybenzamido)ethylca... RXN SMILES: [O:1]=[C:2]1[N:6]([C:7]2[CH:8]=[CH:9][C:10]3[O:11][CH2:12][C:13](=[O:17])[NH:14][C:15]=3[N:16]=2)[CH2:5][C@H:4]([CH2:18][N:19]2[CH2:24][CH2:23][NH:22][CH2:21][CH2:20]2)[O:3]1.Cl[C:26]1[N:35]=[C:34]2[C:29]([C:30](=[O:43])[C:31]3[C:41](=[O:42])[NH:40][S:39][C:32]=3[N:33]2[CH:36]2[CH2:38][CH2:37]2)=[CH:28][C:27]=1[F:44]>>[CH:36]1([N:33]2[C:34]3[C:29](=[CH:28][C:27]([F:44])=[C:26]([N:22]4[CH2:23][CH2:24][N:19]([CH2:18][C@@H:4]5[O:3][C:2](=[O:1])[N:6]([C:7]6[CH:8]=[CH:9][C:10]7[O:11][CH2:12][C:13](=[O:17])[NH:14][C:15]=7[N:16]=6)[CH2:5]5)[CH2:20][CH2:21]4)[N:35]=3)[C:30](=[O:43])[C:31]3[C:41]([OH:42])=[N:40][S:39][C:32]2=3)[CH2:38][CH2:37]1. Starting materials: O=C1O[C@H](CN1C=1C=CC=2OCC(NC2N1)=O)CN1CCNCC1 (6-((S)-2-oxo-5-piperazin-1-ylmethyl-oxazolidin-3-yl)-4H-pyrido[3,2-b][1,4]oxazin-3-one), O=C1O[C@H](CN1C=1C=CC=2OCC(NC2N1)=O)CN1CCNCC1 (6-((S)-2-oxo-5-piperazin-1-ylmethyl-oxazolidin-3-yl)-4H-pyrido[3,2-b][1,4]oxazin-3-one), ClC1=C(C=C2C(C3=C(N(C2=N1)C1CC1)SNC3=O)=O)F (7-chloro-9-cyclopropyl-6-fluoro-isothiazolo[5,4-b][1,8]naphthyridine-3,4(2H,9H)-dione). Yields the product C1(CC1)N1C2=C(C(C3=CC(=C(N=C13)N1CCN(CC1)C[C@H]1CN(C(O1)=O)C=1C=CC=3OCC(NC3N1)=O)F)=O)C(=NS2)O (9-cyclopropyl-6-fluoro-3-hydroxy-7-{4-[(S)-2-oxo-3-(3-oxo-3,4-dihydro-2H-pyrido[3,2-b][1,4]oxazin-6-yl)-oxazolidin-5-ylmethyl]-piperazin-1-yl}-9H-1-thia-2,8,9-triaza-cyclopenta[b]naphthalen-4-one). Yield: 49.0%. Procedure: In analogy to Example 2, starting from 6-((S)-2-oxo-5-piperazin-1-ylmethyl-oxazolidin-3-yl)-4H-pyrido[3,2-b][1,4]oxazin-3-one (intermediate 19.1; 133 mg) and 7-chloro-9-cyclopropyl-6-fluoro-isothiazolo[5,4-b][1,8]naphthyridine-3,4(2H,9H)-dione (93 mg; prepared according to Chu et al., J. Heterocycl. Chem. (1990), 27(5), 1191-1195), the title compound was obtained as a beige solid (90 mg; 49% yield). The reactants are BrC=1C=C(C=CC1)O (3-bromophenol), BrC[C@H](CCl)C ((2S)-1-bromo-3-chloro-2-methylpropane). Product: ClC[C@@H](COC1=CC(=CC=C1)Br)C (3-BROMOPHENYL (2R)-3-CHLORO-2-METHYLPROPYL ETHER). As a reaction SMILES: [Br:1][C:2]1[CH:3]=[C:4]([OH:8])[CH:5]=[CH:6][CH:7]=1.Br[CH2:10][C@@H:11]([CH3:14])[CH2:12][Cl:13]>>[Cl:13][CH2:12][C@H:11]([CH3:14])[CH2:10][O:8][C:4]1[CH:5]=[CH:6][CH:7]=[C:2]([Br:1])[CH:3]=1. Reported procedure: Prepared by Procedure U and Scheme AK using 3-bromophenol and (2S)-1-bromo-3-chloro-2-methylpropane. Starting materials: CN1C(=O)CCc2cccc(N3CCNCC3)c21, Cl, O=CCCCOc1ccc2ccc(=O)[nH]c2n1. The product is CN1C(=O)CCc2cccc(N3CCN(CCCCOc4ccc5ccc(=O)[nH]c5n4)CC3)c21. As a reaction SMILES: [CH3:2][N:3]1[C:4](=[O:19])[CH2:5][CH2:6][c:7]2[cH:8][cH:9][cH:10][c:11]([N:13]3[CH2:14][CH2:15][NH:16][CH2:17][CH2:18]3)[c:12]21.[ClH:1].[O:20]=[c:21]1[cH:22][cH:23][c:24]2[cH:25][cH:26][c:27]([O:31][CH2:32][CH2:33][CH2:34][CH:35]=[O:36])[n:28][c:29]2[nH:30]1>>[CH3:2][N:3]1[C:4](=[O:19])[CH2:5][CH2:6][c:7]2[cH:8][cH:9][cH:10][c:11]([N:13]3[CH2:14][CH2:15][N:16]([CH2:35][CH2:34][CH2:33][CH2:32][O:31][c:27]4[cH:26][cH:25][c:24]5[cH:23][cH:22][c:21](=[O:20])[nH:30][c:29]5[n:28]4)[CH2:17][CH2:18]3)[c:12]21.